Dataset: the Open Reaction Database (ORD), a public repository of structured organic reaction records. Task: describe an organic reaction: reactants, conditions, products, and yield The reactants are C1COCCO1, Cl, Cc1nc(N)nc(-c2cccnc2F)n1, CCOc1ccc(N)cn1. Yields the product CCOc1ccc(Nc2ncccc2-c2nc(C)nc(N)n2)cn1. Reaction SMILES: [CH2:26]1[O:27][CH2:28][CH2:29][O:30][CH2:31]1.[ClH:32].[F:1][c:2]1[n:3][cH:4][cH:5][cH:6][c:7]1-[c:8]1[n:9][c:10]([NH2:15])[n:11][c:12]([CH3:14])[n:13]1.[NH2:16][c:17]1[cH:18][cH:19][c:20]([O:23][CH2:24][CH3:25])[n:21][cH:22]1>>[c:2]1([NH:16][c:17]2[cH:18][cH:19][c:20]([O:23][CH2:24][CH3:25])[n:21][cH:22]2)[n:3][cH:4][cH:5][cH:6][c:7]1-[c:8]1[n:9][c:10]([NH2:15])[n:11][c:12]([CH3:14])[n:13]1.